From a dataset of the Open Reaction Database (ORD), a public repository of structured organic reaction records. describe an organic reaction: reactants, conditions, products, and yield The reactants are C(C)[SiH](CC)CC (triethylsilane), C(C)[SiH](CC)CC (triethylsilane), C(C)OC(=O)C1(CC1)C1=CC=C(C=C1)C1=CC=C(C=C1)C1=C(C(=NO1)C)C(O)C=1N=NN(C1)CC1=CC=CC=C1 (1-(4′-{4-[(1-Benzyl-1H-[1,2,3]triazol-4-yl)-hydroxy-methyl]-3-methyl-isoxazol-5-yl}-biphenyl-4-yl)-cyclopropanecarboxylic acid ethyl ester), C(C)[SiH](CC)CC (triethylsilane), FC(S(=O)(=O)O)(F)F (trifluoromethanesulfonic acid). Run in C(Cl)Cl (CH2Cl2). Reaction conditions: time 1 hour. Yields the product C(C)OC(=O)C1(CC1)C1=CC=C(C=C1)C1=CC=C(C=C1)C1=C(C(=NO1)C)CC=1N=NN(C1)CC1=CC=CC=C1 (1-{4′-[4-(1-Benzyl-1H-[1,2,3]triazol-4-ylmethyl)-3-methyl-isoxazol-5-yl]-biphenyl-4-yl}-cyclopropanecarboxylic acid ethyl ester). As a reaction SMILES: [CH2:1]([O:3][C:4]([C:6]1([C:9]2[CH:14]=[CH:13][C:12]([C:15]3[CH:20]=[CH:19][C:18]([C:21]4[O:25][N:24]=[C:23]([CH3:26])[C:22]=4[CH:27]([C:29]4[N:30]=[N:31][N:32]([CH2:34][C:35]5[CH:40]=[CH:39][CH:38]=[CH:37][CH:36]=5)[CH:33]=4)O)=[CH:17][CH:16]=3)=[CH:11][CH:10]=2)[CH2:8][CH2:7]1)=[O:5])[CH3:2].C([SiH](CC)CC)C.FC(F)(F)S(O)(=O)=O>C(Cl)Cl>[CH2:1]([O:3][C:4]([C:6]1([C:9]2[CH:10]=[CH:11][C:12]([C:15]3[CH:20]=[CH:19][C:18]([C:21]4[O:25][N:24]=[C:23]([CH3:26])[C:22]=4[CH2:27][C:29]4[N:30]=[N:31][N:32]([CH2:34][C:35]5[CH:40]=[CH:39][CH:38]=[CH:37][CH:36]=5)[CH:33]=4)=[CH:17][CH:16]=3)=[CH:13][CH:14]=2)[CH2:8][CH2:7]1)=[O:5])[CH3:2]. Procedure details: 1-(4′-{4-[(1-Benzyl-1H-[1,2,3]triazol-4-yl)-hydroxy-methyl]-3-methyl-isoxazol-5-yl}-biphenyl-4-yl)-cyclopropanecarboxylic acid ethyl ester (0.123 g, 0.230 mmol) and triethylsilane (0.044 mL, 0.276 mmol) were dissolved in CH2Cl2 (0.5 mL) then trifluoromethanesulfonic acid (0.5 mL) was slowly added. After stirring for 1 hour at room temperature, an additional portion of triethylsilane (0.050 mL) was added and the reaction was heated to 50° C. for 3.5 hours. An additional portion of triethylsilane ...